Dataset: the Open Reaction Database (ORD), a public repository of structured organic reaction records. Task: describe an organic reaction: reactants, conditions, products, and yield Starting materials: COC(=O)c1cc(CO)c(C)o1, C1CCOC1, Oc1ccc(I)cc1, c1ccc(P(c2ccccc2)c2ccccc2)cc1. The product is COC(=O)c1cc(COc2ccc(I)cc2)c(C)o1. Reaction SMILES: [CH3:1][O:2][C:3](=[O:4])[c:5]1[o:6][c:7]([CH3:12])[c:8]([CH2:10][OH:11])[cH:9]1.[O:40]1[CH2:41][CH2:42][CH2:43][CH2:44]1.[OH:13][c:14]1[cH:15][cH:16][c:17]([I:18])[cH:19][cH:20]1.[c:21]1([P:22]([c:23]2[cH:24][cH:25][cH:26][cH:27][cH:28]2)[c:29]2[cH:30][cH:31][cH:32][cH:33][cH:34]2)[cH:35][cH:36][cH:37][cH:38][cH:39]1>>[CH3:1][O:2][C:3](=[O:4])[c:5]1[o:6][c:7]([CH3:12])[c:8]([CH2:10][O:11][c:14]2[cH:15][cH:16][c:17]([I:18])[cH:19][cH:20]2)[cH:9]1. Reaction SMILES: [CH2:1]([O:3][P:4]([CH2:9][CH2:10][C:11]1[CH:16]=[C:15]([CH2:17][C:18]2[CH:23]=[CH:22][C:21]([CH2:24][CH3:25])=[CH:20][CH:19]=2)[CH:14]=[CH:13][C:12]=1[O:26]CC1C=CC=CC=1)(=[O:8])[O:5][CH2:6][CH3:7])[CH3:2]>CO.[Pd]>[CH2:6]([O:5][P:4]([CH2:9][CH2:10][C:11]1[CH:16]=[C:15]([CH2:17][C:18]2[CH:19]=[CH:20][C:21]([CH2:24][CH3:25])=[CH:22][CH:23]=2)[CH:14]=[CH:13][C:12]=1[OH:26])(=[O:8])[O:3][CH2:1][CH3:2])[CH3:7]. Yields the product C(C)OP(OCC)(=O)CCC1=C(C=CC(=C1)CC1=CC=C(C=C1)CC)O (2-[5-(4-Ethylbenzyl)-2-hydroxyphenyl]ethylphosphonic acid diethylester). Reported procedure: To a solution of 2-[2-benzyloxy-5-(4-ethylbenzyl)phenyl]ethylphosphonic acid diethylester (0.71 g) in methanol (7.0 mL) was added 5% Pd—C (0.07 g), and the reaction mixture was stirred for 4.5 hr at room temperature under a hydrogen gas atmosphere. After filtration and evaporation, the residue was purified by silica gel column chromatography (ethyl acetate/n-hexane=2/3) to give the title compound (0.52 g) as a colorless oil. Reaction conditions: time 4.5 hour. The reactants are C(C)OP(OCC)(=O)CCC1=C(C=CC(=C1)CC1=CC=C(C=C1)CC)OCC1=CC=CC=C1 (2-[2-benzyloxy-5-(4-ethylbenzyl)phenyl]ethylphosphonic acid diethylester). Isolated yield 90.8%. The reagents and catalysts are [Pd] (Pd—C). Solvent: CO (methanol). The reactants are CC(=O)N(c1ccc(Cl)cc1)C1CC(C)N(C(=O)c2ccc(OCCCN3CCN(C(=O)OC(C)(C)C)CC3)cc2)c2ccccc21, Cl, C1COCCO1. Product: CC(=O)N(c1ccc(Cl)cc1)C1CC(C)N(C(=O)c2ccc(OCCCN3CCNCC3)cc2)c2ccccc21. As a reaction SMILES: [C:1]([O:2][C:3](=[O:4])[N:8]1[CH2:9][CH2:10][N:11]([CH2:14][CH2:15][CH2:16][O:17][c:18]2[cH:19][cH:20][c:21]([C:24](=[O:25])[N:26]3[CH:27]([CH3:47])[CH2:28][CH:29]([N:36]([c:37]4[cH:38][cH:39][c:40]([Cl:43])[cH:41][cH:42]4)[C:44]([CH3:45])=[O:46])[c:30]4[cH:31][cH:32][cH:33][cH:34][c:35]43)[cH:22][cH:23]2)[CH2:12][CH2:13]1)([CH3:5])([CH3:6])[CH3:7].[ClH:48].[O:49]1[CH2:50][CH2:51][O:52][CH2:53][CH2:54]1>>[NH:8]1[CH2:9][CH2:10][N:11]([CH2:14][CH2:15][CH2:16][O:17][c:18]2[cH:19][cH:20][c:21]([C:24](=[O:25])[N:26]3[CH:27]([CH3:47])[CH2:28][CH:29]([N:36]([c:37]4[cH:38][cH:39][c:40]([Cl:43])[cH:41][cH:42]4)[C:44]([CH3:45])=[O:46])[c:30]4[cH:31][cH:32][cH:33][cH:34][c:35]43)[cH:22][cH:23]2)[CH2:12][CH2:13]1.